From a dataset of the Open Reaction Database (ORD), a public repository of structured organic reaction records. describe an organic reaction: reactants, conditions, products, and yield Reactants: NC=1C=C2C(=CNC2=CC1)C1CCN(CC1)C (5-amino-3-(1-methylpiperidin-4-yl)-1H-indole), C1(CC1)C(=O)O (cyclopropanecarboxylic acid). The product is C1(CC1)C(=O)NC=1C=C2C(=CNC2=CC1)C1CCN(CC1)C (5-(cyclopropanecarbonyl)amino-3-(1-methylpiperidin-4-yl)-1H-indole). The yield is 76.7%. Reaction SMILES: [NH2:1][C:2]1[CH:3]=[C:4]2[C:8](=[CH:9][CH:10]=1)[NH:7][CH:6]=[C:5]2[CH:11]1[CH2:16][CH2:15][N:14]([CH3:17])[CH2:13][CH2:12]1.[CH:18]1([C:21](O)=[O:22])[CH2:20][CH2:19]1>>[CH:18]1([C:21]([NH:1][C:2]2[CH:3]=[C:4]3[C:8](=[CH:9][CH:10]=2)[NH:7][CH:6]=[C:5]3[CH:11]2[CH2:16][CH2:15][N:14]([CH3:17])[CH2:13][CH2:12]2)=[O:22])[CH2:20][CH2:19]1. Procedure details: Beginning with 12.0 mg (0.05 mMol) 5-amino-3-(1-methylpiperidin-4-yl)-1H-indole and 9.0 μL (0.10 mMol) cyclopropanecarboxylic acid, 11.4 mg (77%) of the title compound were recovered. The reactants are C1CCOC1, O=C(O)Cc1ccc(OC(F)(F)F)cc1. Product: OCCc1ccc(OC(F)(F)F)cc1. As a reaction SMILES: [CH2:16]1[O:17][CH2:18][CH2:19][CH2:20]1.[F:1][C:2]([O:3][c:4]1[cH:5][cH:6][c:7]([CH2:10][C:11](=[O:12])[OH:13])[cH:8][cH:9]1)([F:14])[F:15]>>[F:1][C:2]([O:3][c:4]1[cH:5][cH:6][c:7]([CH2:10][CH2:11][OH:12])[cH:8][cH:9]1)([F:14])[F:15]. The reactants are CCN(CC)c1ccccc1, Cl, [F-], C#CC(Oc1cc2c(c(F)c1F)OCCC2)C1CCC(CCC)CC1, [K+], O. The product is CCCC1CCC(C2C=Cc3c4c(c(F)c(F)c3O2)OCCC4)CC1. Reaction SMILES: [CH2:30]([N:31]([CH2:32][CH3:33])[c:34]1[cH:35][cH:36][cH:37][cH:38][cH:39]1)[CH3:40].[ClH:29].[F-:26].[F:1][c:2]1[c:3]([O:13][CH:14]([C:15]#[CH:16])[CH:17]2[CH2:18][CH2:19][CH:20]([CH2:23][CH2:24][CH3:25])[CH2:21][CH2:22]2)[cH:4][c:5]2[c:10]([c:11]1[F:12])[O:9][CH2:8][CH2:7][CH2:6]2.[K+:27].[OH2:28]>>[F:1][c:2]1[c:3]2[c:4]([c:5]3[c:10]([c:11]1[F:12])[O:9][CH2:8][CH2:7][CH2:6]3)[CH:16]=[CH:15][CH:14]([CH:17]1[CH2:18][CH2:19][CH:20]([CH2:23][CH2:24][CH3:25])[CH2:21][CH2:22]1)[O:13]2.